This data is from the Open Reaction Database (ORD), a public repository of structured organic reaction records. The task is: describe an organic reaction: reactants, conditions, products, and yield Starting materials: c1ccc(Cn2ncc3cc(Nc4ncnc5cc(-c6ccc(C7OCCO7)o6)ccc45)ccc32)cc1, C1CCOC1, Cl, Cl. Product: O=Cc1ccc(-c2ccc3c(Nc4ccc5c(cnn5Cc5ccccc5)c4)ncnc3c2)o1. As a reaction SMILES: [CH2:2]([c:3]1[cH:4][cH:5][cH:6][cH:7][cH:8]1)[n:9]1[n:10][cH:11][c:12]2[cH:13][c:14]([NH:18][c:19]3[n:20][cH:21][n:22][c:23]4[cH:24][c:25](-[c:29]5[o:30][c:31]([CH:34]6[O:35][CH2:38][CH2:37][O:36]6)[cH:32][cH:33]5)[cH:26][cH:27][c:28]34)[cH:15][cH:16][c:17]12.[CH2:40]1[O:41][CH2:42][CH2:43][CH2:44]1.[ClH:1].[ClH:39]>>[CH2:2]([c:3]1[cH:4][cH:5][cH:6][cH:7][cH:8]1)[n:9]1[n:10][cH:11][c:12]2[cH:13][c:14]([NH:18][c:19]3[n:20][cH:21][n:22][c:23]4[cH:24][c:25](-[c:29]5[o:30][c:31]([CH:34]=[O:35])[cH:32][cH:33]5)[cH:26][cH:27][c:28]34)[cH:15][cH:16][c:17]12. Product: C(C1=CC=CC=C1)N(C(=O)C=1SC(=CC1OC)C(=O)O)CC1=CC=CC=C1 (3-methoxy-thiophene-2,5-dicarboxylic acid bis benzylamide). The solvent is CN(C)C=O (DMF). Procedure details: A mixture of 3-methoxy-thiophene-2,5-dicarboxylic acid (0.382 g), benzylamine (0.41 mL), N,N′-carboxyl≈diimidazole (0.66 g), and DMF was heated at 60° C. to yield 0.39 g of 3-methoxy-thiophene-2,5-dicarboxylic acid bis benzylamide; MI-APCI+ 381.1; Elem. Anal. (C21H20N2O3S); Calc'd: C, 66.30; H, 5.30; N, 7.36. Found: C, 66.52; H, 5.06; N, 7.41. RXN SMILES: [CH3:1][O:2][C:3]1[CH:7]=[C:6]([C:8]([OH:10])=[O:9])[S:5][C:4]=1[C:11]([OH:13])=O.[CH2:14]([NH2:21])[C:15]1[CH:20]=[CH:19][CH:18]=[CH:17][CH:16]=1>CN(C=O)C>[CH2:14]([N:21]([CH2:14][C:15]1[CH:20]=[CH:19][CH:18]=[CH:17][CH:16]=1)[C:11]([C:4]1[S:5][C:6]([C:8]([OH:10])=[O:9])=[CH:7][C:3]=1[O:2][CH3:1])=[O:13])[C:15]1[CH:20]=[CH:19][CH:18]=[CH:17][CH:16]=1. The reactants are COC1=C(SC(=C1)C(=O)O)C(=O)O (3-methoxy-thiophene-2,5-dicarboxylic acid), C(C1=CC=CC=C1)N (benzylamine). Reaction conditions: temperature 60 celsius. Starting materials: Cl.N[C@H](CCSC)C(=O)NCC(=O)OC (methyl D-methionyl-glycinate hydrochloride), C(=O)(OC(C)(C)C)N[C@@H](CC1=CC=C(C=C1)O)C(=O)O (Boc-L-tyrosine), CN1CCOCC1 (N-methylmorpholine), CN1CCOCC1 (N-methylmorpholine), C(C(C)C)OC(=O)Cl (isobutylchloroformate), CN(CCN)C (N,N-dimethylethylenediamine). Solvent: CN(C=O)C (dimethylformamide), CN(C=O)C (dimethylformamide). Conditions: temperature -40 celsius, time 30 minute. Product: C(=O)(OC(C)(C)C)N[C@@H](CC1=CC=C(C=C1)O)C(=O)N[C@H](CCSC)C(=O)NCC(=O)OC (methyl Boc-L-tyrosyl-D-methionyl-glycinate). Reaction SMILES: [C:1]([NH:8][C@H:9]([C:18]([OH:20])=O)[CH2:10][C:11]1[CH:16]=[CH:15][C:14]([OH:17])=[CH:13][CH:12]=1)([O:3][C:4]([CH3:7])([CH3:6])[CH3:5])=[O:2].CN1CCOCC1.C(OC(Cl)=O)C(C)C.Cl.[NH2:37][C@@H:38]([C:43]([NH:45][CH2:46][C:47]([O:49][CH3:50])=[O:48])=[O:44])[CH2:39][CH2:40][S:41][CH3:42].CN(C)CCN>CN(C)C=O>[C:1]([NH:8][C@H:9]([C:18]([NH:37][C@@H:38]([C:43]([NH:45][CH2:46][C:47]([O:49][CH3:50])=[O:48])=[O:44])[CH2:39][CH2:40][S:41][CH3:42])=[O:20])[CH2:10][C:11]1[CH:12]=[CH:13][C:14]([OH:17])=[CH:15][CH:16]=1)([O:3][C:4]([CH3:5])([CH3:6])[CH3:7])=[O:2] |f:3.4|. Procedure details: To a solution of 16.88 g of Boc-L-tyrosine in 50 ml of dry dimethylformamide is added 6.65 ml of N-methylmorpholine. The reaction mixture is cooled to -40° C. and 7.84 ml of isobutylchloroformate is added. The reaction mixture is allowed to warm to 0° C. over a 15 minute period then 13.32 g of methyl D-methionyl-glycinate hydrochloride dissolved in 50 ml of dimethylformamide is added followed immediately by 5.2 ml of N-methylmorpholine. The reaction mixture is stirred for 30 minutes at 0° C. Aft... The reactants are C(C)(C)(C)OC(=O)N1C[C@H]([C@@H](C1)O)N[C@H](C)C1=CC=CC=C1 (trans-1-tert-butoxycarbonyl -4-hydroxy-3-[(1R)-1-phenylethylamino]pyrrolidine), CC(C)([O-])C.[K+] (potassium tert-butoxide). Run in O1CCCC1 (tetrahydrofuran). Reaction conditions: time 20 minute. Yields the product C(C)(C)(C)OC(=O)N1C[C@H]2N(C(CO[C@@H]2C1)=O)[C@H](C)C1=CC=CC=C1 (trans-8-tert-Butoxycarbonyl-5-[(1R)-1-phenylethyl]-4-oxo-2-oxa-5,8-diazabicyclo[4.3.0]nonane). As a reaction SMILES: [C:1]([O:5][C:6]([N:8]1[CH2:12][C@@H:11]([OH:13])[C@H:10]([NH:14][C@@H:15]([C:17]2[CH:22]=[CH:21][CH:20]=[CH:19][CH:18]=2)[CH3:16])[CH2:9]1)=[O:7])([CH3:4])([CH3:3])[CH3:2].[CH3:23][C:24](C)([O-:26])C.[K+]>O1CCCC1>[C:1]([O:5][C:6]([N:8]1[CH2:12][C@@H:11]2[C@H:10]([N:14]([C@@H:15]([C:17]3[CH:18]=[CH:19][CH:20]=[CH:21][CH:22]=3)[CH3:16])[C:24](=[O:26])[CH2:23][O:13]2)[CH2:9]1)=[O:7])([CH3:2])([CH3:3])[CH3:4] |f:1.2|. Procedure details: To a solution of 3.14 g of trans-1-tert-butoxycarbonyl -4-hydroxy-3-[(1R)-1-phenylethylamino]pyrrolidine 8a in 200 of tetrahydrofuran was added 1 g of potassium tert-butoxide. The mixture was stirred at room temperature for 20 minutes. The solvent was removed under reduced pressure and a residue was subjected to silica gel column chromatography. From an eluant of a mixture of hexane and ethyl acetate (1:1 by volume), the titled compound 9a weighing 2.45 g was obtained as an oil. Starting materials: COC(=O)[C@H]1N(C[C@@H](C1)S(=O)(=O)C1=C(C=CC=C1)Cl)C1=CC(=NN1CCN1CCOCC1)C ((2S,4R)-4-(2-chlorophenylsulfonyl)-1-(3-methyl-1-(2-morpholinoethyl)-1H-pyrazol-5-yl)pyrrolidine-2-carboxylic acid methyl ester), [OH-].[Li+] (lithium hydroxide). Product: ClC1=C(C=CC=C1)S(=O)(=O)[C@@H]1C[C@H](N(C1)C1=CC(=NN1CCN1CCOCC1)C)C(=O)O ((2S,4R)-4-(2-Chlorophenylsulfonyl)-1-(3-methyl-1-(2-morpholinoethyl)-1H-pyrazol-5-yl)pyrrolidine-2-carboxylic acid). As a reaction SMILES: C[O:2][C:3]([C@@H:5]1[CH2:9][C@@H:8]([S:10]([C:13]2[CH:18]=[CH:17][CH:16]=[CH:15][C:14]=2[Cl:19])(=[O:12])=[O:11])[CH2:7][N:6]1[C:20]1[N:24]([CH2:25][CH2:26][N:27]2[CH2:32][CH2:31][O:30][CH2:29][CH2:28]2)[N:23]=[C:22]([CH3:33])[CH:21]=1)=[O:4].[OH-].[Li+]>>[Cl:19][C:14]1[CH:15]=[CH:16][CH:17]=[CH:18][C:13]=1[S:10]([C@H:8]1[CH2:7][N:6]([C:20]2[N:24]([CH2:25][CH2:26][N:27]3[CH2:32][CH2:31][O:30][CH2:29][CH2:28]3)[N:23]=[C:22]([CH3:33])[CH:21]=2)[C@H:5]([C:3]([OH:4])=[O:2])[CH2:9]1)(=[O:11])=[O:12] |f:1.2|. Procedure details: In analogy to the procedure described in example 253e, (2S,4R)-4-(2-chlorophenylsulfonyl)-1-(3-methyl-1-(2-morpholinoethyl)-1H-pyrazol-5-yl)pyrrolidine-2-carboxylic acid methyl ester was saponified in the presence of lithium hydroxide to give the title compound as brown oil which was used in the next step without further purification. MS (ESI): m/z=483.4 [M+H]+. Starting materials: CCCCCOc1ccc(B(O)O)cc1, O=C(O)c1ccc(-c2ccc(I)cc2)cc1, [Na+], [Na+], O=C([O-])[O-], O, OCCO, Cl[Pd]Cl, O=S(=O)(O)O, c1ccc(P(c2ccccc2)c2ccccc2)cc1. The product is CCCCCOc1ccc(-c2ccc(-c3ccc(C(=O)O)cc3)cc2)cc1. RXN SMILES: [CH2:17]([CH2:18][CH2:19][CH2:20][CH3:21])[O:22][c:23]1[cH:24][cH:25][c:26]([B:29]([OH:30])[OH:31])[cH:27][cH:28]1.[I:1][c:2]1[cH:3][cH:4][c:5](-[c:8]2[cH:9][cH:10][c:11]([C:14](=[O:15])[OH:16])[cH:12][cH:13]2)[cH:6][cH:7]1.[Na+:32].[Na+:33].[O-:34][C:35](=[O:36])[O-:37].[OH2:65].[OH:66][CH2:67][CH2:68][OH:69].[Pd:62]([Cl:63])[Cl:64].[S:57](=[O:58])(=[O:59])([OH:60])[OH:61].[c:38]1([P:39]([c:40]2[cH:41][cH:42][cH:43][cH:44][cH:45]2)[c:46]2[cH:47][cH:48][cH:49][cH:50][cH:51]2)[cH:52][cH:53][cH:54][cH:55][cH:56]1>>[c:2]1(-[c:26]2[cH:25][cH:24][c:23]([O:22][CH2:17][CH2:18][CH2:19][CH2:20][CH3:21])[cH:28][cH:27]2)[cH:3][cH:4][c:5](-[c:8]2[cH:9][cH:10][c:11]([C:14](=[O:15])[OH:16])[cH:12][cH:13]2)[cH:6][cH:7]1. Starting materials: O1C(CCCC1)OCCCCC1=C(C(CCC1)CCCO)C (3-[4-[(tetrahydro-2H-pyran-2-yl)oxy]butyl]-2-methyl-2-cyclohexene-1-propanol), C(C)(=O)OC(C)=O (acetic anhydride). Reagents/catalysts: CN(C1=CC=NC=C1)C (4-dimethylaminopyridine). Run in N1=CC=CC=C1 (pyridine). Run at temperature 0 celsius, time 3 hour. Yields the product C(C)(=O)OCCCC1C(=C(CCC1)CCCCOC1OCCCC1)C (3-[4-[(tetrahydro-2H-pyran-2-yl)oxy]butyl]-2-methyl-2-cyclohexene-1-propanol acetate). Reaction SMILES: [O:1]1[CH2:6][CH2:5][CH2:4][CH2:3][CH:2]1[O:7][CH2:8][CH2:9][CH2:10][CH2:11][C:12]1[CH2:17][CH2:16][CH2:15][CH:14]([CH2:18][CH2:19][CH2:20][OH:21])[C:13]=1[CH3:22].[C:23](OC(=O)C)(=[O:25])[CH3:24]>N1C=CC=CC=1.CN(C)C1C=CN=CC=1>[C:23]([O:21][CH2:20][CH2:19][CH2:18][CH:14]1[CH2:15][CH2:16][CH2:17][C:12]([CH2:11][CH2:10][CH2:9][CH2:8][O:7][CH:2]2[CH2:3][CH2:4][CH2:5][CH2:6][O:1]2)=[C:13]1[CH3:22])(=[O:25])[CH3:24]. Procedure details: To a solution of 8.2 g (25.6 mmole) of [R-(R*,S*)]-3-[4-[(tetrahydro-2H-pyran-2-yl)oxy]butyl]-2-methyl-2-cyclohexene-1-propanol in 30 ml of dry pyridine at 0° C. was added slowly 4.8 ml (51.3 mmole) of acetic anhydride followed by a catalytic amount of 4-dimethylaminopyridine. The solution was stirred at 0° C. for 3 hours and then quenched with iced water. The mixture was extracted with 3×150 ml of CH2Cl2. The organic extracts were acidified with 1N H2SO4, washed with sat'd NaHCO3, dried over Mg...